This data is from the Open Reaction Database (ORD), a public repository of structured organic reaction records. The task is: describe an organic reaction: reactants, conditions, products, and yield The reactants are Cc1cc(C(F)(C(F)(F)F)C(F)(F)F)cc(C)c1NC(=O)c1ccc(F)c([N+](=O)[O-])c1, CN(C)C=O, N#C[Na], O. Yields the product Cc1cc(C(F)(C(F)(F)F)C(F)(F)F)cc(C)c1NC(=O)c1ccc(C#N)c([N+](=O)[O-])c1. RXN SMILES: [CH3:1][c:2]1[c:3]([NH:19][C:20]([c:21]2[cH:22][c:23]([N+:28](=[O:29])[O-:30])[c:24]([F:27])[cH:25][cH:26]2)=[O:31])[c:4]([CH3:18])[cH:5][c:6]([C:8]([C:9]([F:10])([F:11])[F:12])([C:13]([F:14])([F:15])[F:16])[F:17])[cH:7]1.[CH3:36][N:37]([CH3:38])[CH:39]=[O:40].[Na:32][C:33]#[N:34].[OH2:35]>>[CH3:1][c:2]1[c:3]([NH:19][C:20]([c:21]2[cH:22][c:23]([N+:28](=[O:29])[O-:30])[c:24]([C:33]#[N:34])[cH:25][cH:26]2)=[O:31])[c:4]([CH3:18])[cH:5][c:6]([C:8]([C:9]([F:10])([F:11])[F:12])([C:13]([F:14])([F:15])[F:16])[F:17])[cH:7]1. The reactants are COC1=CC=C(CC=2NC(C3=C(N2)C(=NN3C)CCC)=O)C=C1 (5-(4-methoxybenzyl)-1-methyl-3-propyl-6,7-dihydro-1H-pyrazolo[4,3-d]pyrimidin-7-one), C([O-])([O-])=O.[Na+].[Na+] (sodium carbonate). Solvent: Br (Hydrobromic acid). Run at temperature 130 celsius, time 90 minute. The product is OC1=CC=C(CC=2NC(C3=C(N2)C(=NN3C)CCC)=O)C=C1 (5-(4-hydroxybenzyl)-1-methyl-3-propyl-6,7-dihydro-1H-pyrazolo[4,3-d]pyrimidin-7-one). The yield is 12.5%. RXN SMILES: C[O:2][C:3]1[CH:23]=[CH:22][C:6]([CH2:7][C:8]2[NH:9][C:10](=[O:21])[C:11]3[N:16]([CH3:17])[N:15]=[C:14]([CH2:18][CH2:19][CH3:20])[C:12]=3[N:13]=2)=[CH:5][CH:4]=1.C(=O)([O-])[O-].[Na+].[Na+]>Br>[OH:2][C:3]1[CH:23]=[CH:22][C:6]([CH2:7][C:8]2[NH:9][C:10](=[O:21])[C:11]3[N:16]([CH3:17])[N:15]=[C:14]([CH2:18][CH2:19][CH3:20])[C:12]=3[N:13]=2)=[CH:5][CH:4]=1 |f:1.2.3|. Procedure details: 60% w/w Hydrobromic acid (20 ml) was added to 5-(4-methoxybenzyl)-1-methyl-3-propyl-6,7-dihydro-1H-pyrazolo[4,3-d]pyrimidin-7-one (630 mg) and the mixture stirred at 130° C. for 90 minutes. On cooling, the reaction was neutralized with saturated aqueous sodium carbonate solution and partitioned between dichloromethane (40 ml) and water (40 ml). The aqueous layer was further extracted with dichloromethane (100 ml), the combined organic layers dried (MgSO4), filtered and evaporated under reduced p... Starting materials: Cc1ccc2[nH]c3c(c2c1)CN(C)CC3, C=Cc1cncnc1, [K+], [OH-], O. The product is Cc1ccc2c(c1)c1c(n2CCc2cncnc2)CCN(C)C1. As a reaction SMILES: [CH3:1][N:2]1[CH2:3][c:4]2[c:5]([nH:6][c:7]3[cH:8][cH:9][c:10]([CH3:13])[cH:11][c:12]23)[CH2:14][CH2:15]1.[CH:18](=[CH2:19])[c:20]1[cH:21][n:22][cH:23][n:24][cH:25]1.[K+:17].[OH-:16].[OH2:26]>>[CH3:1][N:2]1[CH2:3][c:4]2[c:5]([n:6]([CH2:19][CH2:18][c:20]3[cH:21][n:22][cH:23][n:24][cH:25]3)[c:7]3[cH:8][cH:9][c:10]([CH3:13])[cH:11][c:12]23)[CH2:14][CH2:15]1. Reactants: CC(=CCN)CCC=C(CCC=C(CCC=C(C)C)C)C (3,7,11, 15-tetramethyl-2,6,10,14-hexadecatetraenylamine), C([O-])([O-])=O.[Na+].[Na+] (sodium carbonate), tetraprenylamine, COC(N(C)C)OC (N,N-dimethylformamide dimethylacetal). Solvent: O1CCCC1 (tetrahydrofuran). Reaction conditions: time 4 hour. Product: CC(=CCNC=O)CCC=C(CCC=C(CCC=C(C)C)C)C (N-(3,7,11,15-Tetramethyl-2,6,10,14-hexadecatetraenyl)formamide). Yield: 64.6%. RXN SMILES: [CH3:1][C:2]([CH2:6][CH2:7][CH:8]=[C:9]([CH3:21])[CH2:10][CH2:11][CH:12]=[C:13]([CH3:20])[CH2:14][CH2:15][CH:16]=[C:17]([CH3:19])[CH3:18])=[CH:3][CH2:4][NH2:5].[CH3:22][O:23]C(OC)N(C)C.C(=O)([O-])[O-].[Na+].[Na+]>O1CCCC1>[CH3:1][C:2]([CH2:6][CH2:7][CH:8]=[C:9]([CH3:21])[CH2:10][CH2:11][CH:12]=[C:13]([CH3:20])[CH2:14][CH2:15][CH:16]=[C:17]([CH3:19])[CH3:18])=[CH:3][CH2:4][NH:5][CH:22]=[O:23] |f:2.3.4|. Reported procedure: To a stirred solution of 580 mg (2 mmol) of 3,7,11, 15-tetramethyl-2,6,10,14-hexadecatetraenylamine (hereinafter abbreviated as tetraprenylamine) II-1 in 20 ml of anhydrous tetrahydrofuran is added 953 mg (8 mmol) of N,N-dimethylformamide dimethylacetal. The mixture is heated under reflux for 3 hours, mixed with 15 ml of 10% aqueous sodium carbonate, and stirred at room temperature for 4 hours. The reaction mixture is concentrated, and the resulting residue is dissolved in 50 ml of CH2Cl2 and wa... Starting materials: C(C)OC(=O)N1CCN(CCC1)C1=NC2=C(N1CC=1OC(=CC1)CO)C=CC=C2 (1-ethoxycarbonyl-4-(1-(5-hydroxymethylfur-2-ylmethyl)-1H-benzimidazol-2-yl)[1,4]diazepane), [OH-].[Na+] (sodium hydroxide), C(C)(=O)OCC (ethyl acetate). Run in C(C)(C)O (isopropanol). Reaction conditions: time 2 day. Product: OCC1=CC=C(O1)CN1C(=NC2=C1C=CC=C2)N2CCNCCC2 (4-(1-(5-Hydroxymethylfur-2-ylmethyl)-1H-benzimidazol-2-yl)[1,4]diazepane). As a reaction SMILES: C(OC([N:6]1[CH2:12][CH2:11][CH2:10][N:9]([C:13]2[N:17]([CH2:18][C:19]3[O:20][C:21]([CH2:24][OH:25])=[CH:22][CH:23]=3)[C:16]3[CH:26]=[CH:27][CH:28]=[CH:29][C:15]=3[N:14]=2)[CH2:8][CH2:7]1)=O)C.[OH-].[Na+].C(OCC)(=O)C>C(O)(C)C>[OH:25][CH2:24][C:21]1[O:20][C:19]([CH2:18][N:17]2[C:16]3[CH:26]=[CH:27][CH:28]=[CH:29][C:15]=3[N:14]=[C:13]2[N:9]2[CH2:10][CH2:11][CH2:12][NH:6][CH2:7][CH2:8]2)=[CH:23][CH:22]=1 |f:1.2|. Procedure details: Combine 1-ethoxycarbonyl-4-(1-(5-hydroxymethylfur-2-ylmethyl)-1H-benzimidazol-2-yl)[1,4]diazepane (4 mmol) and sodium hydroxide (8 mmol) in isopropanol (20 mL). Heat to reflux. After 2 days, evaporate the reaction mixture in vacuo to give a residue. Combine the residue and ethyl acetate. Extract with water and brine. Dry the organic layer over Na2SO4, filter, and evaporate in vacuo to give the title compound. Starting materials: FS(=O)(=O)O (fluorosulfonic acid), C(=O)=O.CC(=O)C (dry ice acetone), C=CCCC (1-pentene), [OH-].[Na+] (sodium hydroxide), [N+](=O)([O-])C1=C(C(=O)N)C=CC=C1 (2-nitrobenzamide). The solvent is C(Cl)Cl (methylene chloride), C(Cl)Cl (methylene chloride). Reaction conditions: temperature 0 celsius, time 15 minute. Product: [N+](=O)([O-])C1=C(C(OC(CCC)C)=N)C=CC=C1 (1-methylbutyl 2-nitrobenzimidate). As a reaction SMILES: FS(O)(=O)=O.C(=O)=O.CC(C)=O.[CH2:13]=[CH:14][CH2:15][CH2:16][CH3:17].[N+:18]([C:21]1[CH:29]=[CH:28][CH:27]=[CH:26][C:22]=1[C:23]([NH2:25])=[O:24])([O-:20])=[O:19].[OH-].[Na+]>C(Cl)Cl>[N+:18]([C:21]1[CH:29]=[CH:28][CH:27]=[CH:26][C:22]=1[C:23](=[NH:25])[O:24][CH:14]([CH3:13])[CH2:15][CH2:16][CH3:17])([O-:20])=[O:19] |f:1.2,5.6|. Reported procedure: 9 g of fluorosulfonic acid was cooled to -78° C. with dry ice-acetone, 30 ml of 1-pentene was gradually dropwise added thereto under stirring. After completion of the dropwise addition, the stirring was continued at the same temperature for 15 minutes. 100 ml of methylene chloride which was previously cooled to -78° C., was added thereto, and then 15 g of 2-nitrobenzamide was added thereto at once. Then, the reaction was conducted for 12 hours under stirring while the temperature of the solution... The reactants are O=C1Nc2cc(Br)ccc2N2CCc3cccc1c32, CCCN1CCNCC1, Cc1ccccc1, [Cl-], [Cl-], [Cl-], [Cl-], [Na+], [OH-], [Ti+4]. The product is CCCN1CCN(C2=Nc3cc(Br)ccc3N3CCc4cccc2c43)CC1. RXN SMILES: [Br:1][c:2]1[cH:3][c:4]2[c:5]([cH:18][cH:19]1)[N:6]1[c:7]3[c:8]([cH:12][cH:13][cH:14][c:15]3[CH2:16][CH2:17]1)[C:9](=[O:11])[NH:10]2.[CH2:20]([CH2:21][CH3:22])[N:23]1[CH2:24][CH2:25][NH:26][CH2:27][CH2:28]1.[CH3:36][c:37]1[cH:38][cH:39][cH:40][cH:41][cH:42]1.[Cl-:31].[Cl-:32].[Cl-:33].[Cl-:34].[Na+:30].[OH-:29].[Ti+4:35]>>[Br:1][c:2]1[cH:3][c:4]2[c:5]([cH:18][cH:19]1)[N:6]1[c:7]3[c:8]([cH:12][cH:13][cH:14][c:15]3[CH2:16][CH2:17]1)[C:9]([N:26]1[CH2:25][CH2:24][N:23]([CH2:20][CH2:21][CH3:22])[CH2:28][CH2:27]1)=[N:10]2.